From a dataset of the Open Reaction Database (ORD), a public repository of structured organic reaction records. describe an organic reaction: reactants, conditions, products, and yield Starting materials: CCOC(=O)c1ccccc1C=CC1COC(C)(C)N1C(=O)OC(C)(C)C, CO, Cl. The product is CCOC(=O)c1ccccc1C=CC(N)CO. RXN SMILES: [C:1]([O:2][C:3](=[O:7])[N:8]1[C:4]([CH3:5])([CH3:6])[O:10][CH2:11][CH:12]1[CH:13]=[CH:14][c:15]1[c:16]([C:21](=[O:22])[O:23][CH2:24][CH3:25])[cH:17][cH:18][cH:19][cH:20]1)([CH3:9])([CH3:26])[CH3:27].[CH3:29][OH:30].[ClH:28]>>[NH2:8][CH:12]([CH2:11][OH:10])[CH:13]=[CH:14][c:15]1[c:16]([C:21](=[O:22])[O:23][CH2:24][CH3:25])[cH:17][cH:18][cH:19][cH:20]1.